Dataset: the Open Reaction Database (ORD), a public repository of structured organic reaction records. Task: describe an organic reaction: reactants, conditions, products, and yield Starting materials: CCCCNC(=O)Cc1ccc2[nH]ccc2c1, CN(C)C=O, [H-], CI, [Na+]. Product: CCCCNC(=O)Cc1ccc2c(ccn2C)c1. As a reaction SMILES: [CH2:1]([CH2:2][CH2:3][CH3:4])[NH:5][C:6]([CH2:7][c:8]1[cH:9][c:10]2[cH:11][cH:12][nH:13][c:14]2[cH:15][cH:16]1)=[O:17].[CH3:22][N:23]([CH3:24])[CH:25]=[O:26].[H-:18].[I:20][CH3:21].[Na+:19]>>[CH2:1]([CH2:2][CH2:3][CH3:4])[NH:5][C:6]([CH2:7][c:8]1[cH:9][c:10]2[cH:11][cH:12][n:13]([CH3:21])[c:14]2[cH:15][cH:16]1)=[O:17]. Reactants: BrC1C(N(C(C1)=O)C1=CC=C(C=C1)F)=O (3-bromo-1-(4-fluorophenyl)-2,5-pyrrolidinedione), [I-].[Na+] (sodium iodide). Solvent: CC(=O)C (acetone), CC(=O)C (acetone). Conditions: time 2 hour. The product is IC1C(N(C(C1)=O)C1=CC=C(C=C1)F)=O (3-Iodo-1-(4-fluorophenyl)-2,5-pyrrolidinedione). RXN SMILES: Br[CH:2]1[CH2:6][C:5](=[O:7])[N:4]([C:8]2[CH:13]=[CH:12][C:11]([F:14])=[CH:10][CH:9]=2)[C:3]1=[O:15].[I-:16].[Na+]>CC(C)=O>[I:16][CH:2]1[CH2:6][C:5](=[O:7])[N:4]([C:8]2[CH:13]=[CH:12][C:11]([F:14])=[CH:10][CH:9]=2)[C:3]1=[O:15] |f:1.2|. Procedure details: 27.2 g. (0.1 mole) of the 3-bromo-1-(4-fluorophenyl)-2,5-pyrrolidinedione prepared according to Example 1 were dissolved in 140 ml. acetone and a solution of 15.75 g. (0.105 mole) sodium iodide in acetone added thereto. The mixture was stirred for 2 hours at room temperature and then heated to reflux for 1 hour. Subsequently, it was cooled, filtered off from resultant sodium bromide and the filtrate evaporated. The residue was recrystallised from methanol/water (3:1) and gave the desired product... The reactants are ClC1=C(C(=O)O)C=CC=N1 (2-chloronicotinic acid), FC1=C(N)C=CC=C1 (2-fluoroaniline). Run in C=1(C(=CC=CC1)C)C (xylene). Yields the product FC1=C(C=CC=C1)NC1=C(C(=O)O)C=CC=N1 (2-[(2-fluorophenyl)-amino]-nicotinic acid). RXN SMILES: Cl[C:2]1[N:10]=[CH:9][CH:8]=[CH:7][C:3]=1[C:4]([OH:6])=[O:5].[F:11][C:12]1[CH:18]=[CH:17][CH:16]=[CH:15][C:13]=1[NH2:14]>C1(C)C(C)=CC=CC=1>[F:11][C:12]1[CH:18]=[CH:17][CH:16]=[CH:15][C:13]=1[NH:14][C:2]1[N:10]=[CH:9][CH:8]=[CH:7][C:3]=1[C:4]([OH:6])=[O:5]. Reported procedure: 50 g of 2-chloronicotinic acid and 31 ml of 2-fluoroaniline in 180 ml of xylene are refluxed for 5 hours. The precipitate is filtered off and washed with xylene and then with water to yield the desired compound. The reactants are C(C)(=O)NC1=CC=C(OCCCCl)C=C1 (1-[4-acetamidophenoxy]-3-chloropropane), C(C)(=O)NC1=CC=C(OCCCCl)C=C1 (1-[4-acetamidophenoxy]-3-chloropropane), N#N (N2), [H-].[Na+] (NaH), ClC=1C=C(C=CC1Cl)O (3,4-dichlorophenol). Run in CN(C)C=O (DMF). Reaction conditions: temperature 80 celsius. The product is C(C)(=O)NC1=CC=C(OCCCOC2=CC(=C(C=C2)Cl)Cl)C=C1 (1-(4-Acetamidophenoxy)-3-(3,4-dichlorophenoxy)propane). RXN SMILES: N#N.[H-].[Na+].[Cl:5][C:6]1[CH:7]=[C:8]([OH:13])[CH:9]=[CH:10][C:11]=1[Cl:12].[C:14]([NH:17][C:18]1[CH:28]=[CH:27][C:21]([O:22][CH2:23][CH2:24][CH2:25]Cl)=[CH:20][CH:19]=1)(=[O:16])[CH3:15]>CN(C=O)C>[C:14]([NH:17][C:18]1[CH:28]=[CH:27][C:21]([O:22][CH2:23][CH2:24][CH2:25][O:13][C:8]2[CH:9]=[CH:10][C:11]([Cl:12])=[C:6]([Cl:5])[CH:7]=2)=[CH:20][CH:19]=1)(=[O:16])[CH3:15] |f:1.2|. Reported procedure: In a round bottomed flask equipped with magnetic stirring, reflux condenser, N2 atmosphere, and a heating mantle was placed DMF (80 ml) and to this was added cautiously NaH (60% by weight in oil, 1.76 g) followed by 3,4-dichlorophenol (7.15 g). This mixture was stirred for ten minutes then 1-[4-acetamidophenoxy]-3-chloropropane of Formula XXI (10.0 g) was added; and the reaction mixture heated at 80° C. overnight. The mixture was cooled and the DMF removed in vacuo. The residue was poured into i...